This data is from the Open Reaction Database (ORD), a public repository of structured organic reaction records. The task is: describe an organic reaction: reactants, conditions, products, and yield Reactants: C(C)(=O)O[C@@H](C(=O)Cl)[C@@H]1C(N(CCO1)C1=CC=C(C=C1)C(F)(F)F)=O ((R)-2-chloro-2-oxo-1-((R)-3-oxo-4-(4-(trifluoromethyl)phenyl)morpholin-2-yl)ethyl acetate), NC1=CC=C2C(=NC=NC2=C1)NC(OC(C)(C)C)=O (tert-butyl 7-aminoquinazolin-4-ylcarbamate), NC1=CC=C2C(=NC=NC2=C1)NC(OC(C)(C)C)=O (tert-butyl 7-aminoquinazolin-4-ylcarbamate), N1=CC=CC=C1 (pyridine), C(C)#N (acetonitrile). Reagents/catalysts: CN(C)C=1C=CN=CC1 (DMAP). Solvent: C(C)(=O)OCC (ethyl acetate), ClCCl (dichloromethane). Reaction conditions: time 8 hour. Product: NC1=NC=NC2=CC(=CC=C12)NC([C@@H]([C@@H]1C(N(CCO1)C1=CC=C(C=C1)C(F)(F)F)=O)O)=O (N-(4-Amino-7-quinazolinyl)-alpha(R)-hydroxy-3-oxo-4-[4-(trifluoromethyl)phenyl]-2(R)-morpholineacetamide). Isolated yield 20.2%. RXN SMILES: C([O:4][C@H:5]([C@H:9]1[O:14][CH2:13][CH2:12][N:11]([C:15]2[CH:20]=[CH:19][C:18]([C:21]([F:24])([F:23])[F:22])=[CH:17][CH:16]=2)[C:10]1=[O:25])[C:6](Cl)=[O:7])(=O)C.[NH2:26][C:27]1[CH:36]=[C:35]2[C:30]([C:31]([NH:37]C(=O)OC(C)(C)C)=[N:32][CH:33]=[N:34]2)=[CH:29][CH:28]=1.N1C=CC=CC=1.C(#N)C>ClCCl.CN(C1C=CN=CC=1)C.C(OCC)(=O)C>[NH2:37][C:31]1[C:30]2[C:35](=[CH:36][C:27]([NH:26][C:6](=[O:7])[C@H:5]([OH:4])[C@H:9]3[O:14][CH2:13][CH2:12][N:11]([C:15]4[CH:20]=[CH:19][C:18]([C:21]([F:24])([F:23])[F:22])=[CH:17][CH:16]=4)[C:10]3=[O:25])=[CH:28][CH:29]=2)[N:34]=[CH:33][N:32]=1. Procedure: To a solution of compound 98-6 (˜0.15 mmol) in 2 ml dichloromethane at 0° C. was added tert-butyl 7-aminoquinazolin-4-ylcarbamate (compound 98-4) (77 mg, 0.30 mmol, 2 eq.) followed by pyridine (24 μA, 0.30 mmol, 2 eq.) and DMAP (2 mg, 0.016 mmol, 0.1 eq.). To the mixture was added 1 ml of acetonitrile and stirred overnight while warming to rt. It was diluted with ethyl acetate, washed with aq. NaHCO3, water and brine, dried over MgSO4, filtered, concentrated to dryness. The residue was stirred o... Starting materials: C=1N=C(C2=C(N1)N(C=N2)[C@H]3[C@@H]([C@@H]([C@H](O3)COP(=O)(O)OP(=O)(O)OC[C@@H]4[C@H]([C@H]([C@@H](O4)N5C=CCC(=C5)C(=O)N)O)O)O)O)N (NADH), C[N+](C)(C)CC(=O)CC(=O)O.[Cl-] (dehydrocarnitine hydrochloride), C(C)=O (acetaldehyde), aldehyde. Run in C(C)(=O)O (acetic acid). Reaction conditions: time 24 hour. Product: O[C@@H](C[N+](C)(C)C)CC([O-])=O (L-carnitine). Isolated yield 77.5%. Reaction SMILES: C1N=C(N)C2N=CN([C@@H]3O[C@H](COP(OP(OC[C@H]4O[C@@H](N5C=C(C(N)=O)CC=C5)[C@H](O)[C@@H]4O)(O)=O)(O)=O)[C@@H](O)[C@H]3O)C=2N=1.C(=O)C.[CH3:48][N+:49]([CH2:52][C:53]([CH2:55][C:56]([OH:58])=[O:57])=[O:54])([CH3:51])[CH3:50].[Cl-]>C(O)(=O)C>[OH:54][C@H:53]([CH2:55][C:56](=[O:57])[O-:58])[CH2:52][N+:49]([CH3:51])([CH3:48])[CH3:50] |f:2.3|. Procedure: Carnitine was synthesized as in example 2, except that the NADH regeneration system comprised, in addition to alcohol dehydrogenase, aldehyde dehydrogenase (E.C. 1.2.1.5) which oxidizes the aldehyde (formed by action of alcohol dehydrogenase on ethanol) to acetic acid. Two molecules of NADH were formed from one molecule of ethanol (instead of one in the preceeding example) and the reaction balance was strongly displaced in favour of NADH and acetic acid formation. It was thus no longer necessary... Starting materials: S(=O)(=O)(C)Cl (Mesyl chloride), S(=O)(=O)(C)Cl (Mesyl chloride), C([O-])([O-])=O.[K+].[K+] (potassium carbonate), C(=O)NC1[C@@H]2N(C(=C(CS2)O)C(=O)OC(C2=CC=CC=C2)C2=CC=CC=C2)C1=O (benzhydryl 7-formamido-3-hydroxy-3-cephem-4-carboxylate), ice water. The solvent is CN(C=O)C (N,N-dimethylformamide). Reaction conditions: temperature -30 celsius, time 30 minute. Product: C(=O)NC1[C@@H]2N(C(=C(CS2)OS(=O)(=O)C)C(=O)OC(C2=CC=CC=C2)C2=CC=CC=C2)C1=O (benzhydryl 7-formamido-3-mesyloxy-3-cephem-4-carboxylate). As a reaction SMILES: [S:1](Cl)([CH3:4])(=[O:3])=[O:2].C(=O)([O-])[O-].[K+].[K+].[CH:12]([NH:14][CH:15]1[C:39](=[O:40])[N:17]2[C:18]([C:23]([O:25][CH:26]([C:33]3[CH:38]=[CH:37][CH:36]=[CH:35][CH:34]=3)[C:27]3[CH:32]=[CH:31][CH:30]=[CH:29][CH:28]=3)=[O:24])=[C:19]([OH:22])[CH2:20][S:21][C@H:16]12)=[O:13]>CN(C)C=O>[CH:12]([NH:14][CH:15]1[C:39](=[O:40])[N:17]2[C:18]([C:23]([O:25][CH:26]([C:27]3[CH:32]=[CH:31][CH:30]=[CH:29][CH:28]=3)[C:33]3[CH:38]=[CH:37][CH:36]=[CH:35][CH:34]=3)=[O:24])=[C:19]([O:22][S:1]([CH3:4])(=[O:3])=[O:2])[CH2:20][S:21][C@H:16]12)=[O:13] |f:1.2.3|. Reported procedure: Mesyl chloride (0.66 ml) and potassium carbonate (1.38 g) were added to a solution of benzhydryl 7-formamido-3-hydroxy-3-cephem-4-carboxylate (2.05 g) in N,N-dimethylformamide (6 ml) at -30° C. The mixture was stirred at -30° C. for 30 minutes. Mesyl chloride (0.4 ml) was added to the mixture. The reaction mixture was stirred at -30° C. for 20 minutes, poured into ice-water and extracted with ethyl acetate. The extract was washed with water, dried over magnesium sulfate and filtered, and the fil...